Dataset: the Open Reaction Database (ORD), a public repository of structured organic reaction records. Task: describe an organic reaction: reactants, conditions, products, and yield Reactants: COC(=O)C=1NC2=CC=CC=C2C1CNC(C1=CC=C(C=C1)C)=O (3-[(4-methyl-benzoylamino)-methyl]-1H-indole-2-carboxylic acid methyl ester), BrCC1=CC=CC2=CC=CC=C12 (1-bromomethyl-naphthalene). The product is CC1=CC=C(C(=O)NCC2=C(N(C3=CC=CC=C23)CC2=CC=CC3=CC=CC=C23)C(=O)O)C=C1 (3-[(4-Methyl-benzoylamino)-methyl]-1-naphthalen-1-ylmethyl-1H-indole-2-carboxylic acid). Reaction SMILES: C[O:2][C:3]([C:5]1[NH:6][C:7]2[C:12]([C:13]=1[CH2:14][NH:15][C:16](=[O:24])[C:17]1[CH:22]=[CH:21][C:20]([CH3:23])=[CH:19][CH:18]=1)=[CH:11][CH:10]=[CH:9][CH:8]=2)=[O:4].Br[CH2:26][C:27]1[C:36]2[C:31](=[CH:32][CH:33]=[CH:34][CH:35]=2)[CH:30]=[CH:29][CH:28]=1>>[CH3:23][C:20]1[CH:19]=[CH:18][C:17]([C:16]([NH:15][CH2:14][C:13]2[C:12]3[C:7](=[CH:8][CH:9]=[CH:10][CH:11]=3)[N:6]([CH2:26][C:27]3[C:36]4[C:31](=[CH:32][CH:33]=[CH:34][CH:35]=4)[CH:30]=[CH:29][CH:28]=3)[C:5]=2[C:3]([OH:2])=[O:4])=[O:24])=[CH:22][CH:21]=1. Procedure: Using general procedure B, 3-[(4-methyl-benzoylamino)-methyl]-1H-indole-2-carboxylic acid methyl ester was coupled with 1-bromomethyl-naphthalene and the product obtained was hydrolyzed to give the title compound as a white solid. MS: 447.3 ([M−H]−). Starting materials: C(C)OC(=O)C1=CN=C(S1)C=1SC=CC1 (2-(2-thienyl)thiazole-5-carboxylic acid ethyl ester), [H-].[Al+3].[Li+].[H-].[H-].[H-] (lithium aluminum hydride), C(C)(=O)OCC (ethyl acetate). Solvent: C(C)OCC (diethyl ether). Conditions: temperature 0 celsius, time 24 hour. Product: S1C(=CC=C1)C=1SC(=CN1)CO (2-(2-thienyl)thiazole-5-methanol). Yield: 72.6%. As a reaction SMILES: [H-].[Al+3].[Li+].[H-].[H-].[H-].C([O:9][C:10]([C:12]1[S:16][C:15]([C:17]2[S:18][CH:19]=[CH:20][CH:21]=2)=[N:14][CH:13]=1)=O)C.C(OCC)(=O)C>C(OCC)C>[S:18]1[CH:19]=[CH:20][CH:21]=[C:17]1[C:15]1[S:16][C:12]([CH2:10][OH:9])=[CH:13][N:14]=1 |f:0.1.2.3.4.5|. Procedure details: To a suspension of lithium aluminum hydride (52 mg, 1.25 mmol) in diethyl ether (2 mL) under argon was added 2-(2-thienyl)thiazole-5-carboxylic acid ethyl ester (lit: Robba, M., LeGuen, Y., Bull. Soc. Chim. Fr., 1969(5)1762; 0.3 g, 1.25 mmol) at 0° C. The reaction mixture was allowed to equilibrate to room temperature and was stirred for 24 h. The reaction was re-cooled to 0° C. and was quenched by the careful addition of saturated aqueous ammonium chloride solution dropwise until no further rea... Starting materials: [H-].[Al+3].[Li+].[H-].[H-].[H-] (lithium aluminum hydride), N1(CCCCC1)C1=CC(=C(C=C1)CC(=O)OC)C (methyl (4-piperidin-1-yl-methyl-phenyl)acetate), O (Water), [OH-].[Na+] (sodium hydroxide), O (water). The solvent is O1CCCC1 (tetrahydrofuran). Conditions: temperature 0 celsius, time 2 hour. The product is N1(CCCCC1)C1=CC(=C(C=C1)CCO)C (2-(4-piperidin-1-yl-methyl-phenyl)ethanol). The yield is 87.8%. Reaction SMILES: [H-].[Al+3].[Li+].[H-].[H-].[H-].[N:7]1([C:13]2[CH:18]=[CH:17][C:16]([CH2:19][C:20](OC)=[O:21])=[C:15]([CH3:24])[CH:14]=2)[CH2:12][CH2:11][CH2:10][CH2:9][CH2:8]1.O.[OH-].[Na+]>O1CCCC1>[N:7]1([C:13]2[CH:18]=[CH:17][C:16]([CH2:19][CH2:20][OH:21])=[C:15]([CH3:24])[CH:14]=2)[CH2:12][CH2:11][CH2:10][CH2:9][CH2:8]1 |f:0.1.2.3.4.5,8.9|. Procedure details: To a mixture of lithium aluminum hydride (2.53 g, 66.7 mmol) in tetrahydrofuran (100 ml) was added dropwise methyl (4-piperidin-1-yl-methyl-phenyl)acetate (5.50 g, 22.2 mmol) at 0° C. under nitrogen atmosphere. The mixture was stirred at 0° C. for 2 hours. Water (2.5 ml), 15 wt % aqueous solution of sodium hydroxide (2.5 ml) and water (7.5 ml) was added to the mixture sequentially at 0° C. The mixture was filtrated through a pad of Celite, and concentrated in vacuo. The residue was purified by s...